This data is from the Open Reaction Database (ORD), a public repository of structured organic reaction records. The task is: describe an organic reaction: reactants, conditions, products, and yield The reactants are CC(OS(C)(=O)=O)C(N)=O, O=C([O-])[O-], CC(C)n1ncnc1-c1cn2c(n1)-c1ccc(O)cc1OCC2, [K+], [K+], CN(C)C=O, O. Product: CC(Oc1ccc2c(c1)OCCn1cc(-c3ncnn3C(C)C)nc1-2)C(N)=O. Reaction SMILES: [C:24]([NH2:25])(=[O:26])[CH:27]([CH3:28])[O:29][S:30]([CH3:31])(=[O:32])=[O:33].[C:34](=[O:35])([O-:36])[O-:37].[CH:1]([CH3:2])([CH3:3])[n:4]1[n:5][cH:6][n:7][c:8]1-[c:9]1[cH:10][n:11]2[c:17]([n:18]1)-[c:16]1[c:15]([cH:22][c:21]([OH:23])[cH:20][cH:19]1)[O:14][CH2:13][CH2:12]2.[K+:38].[K+:39].[O:40]=[CH:41][N:42]([CH3:43])[CH3:44].[OH2:45]>>[CH:1]([CH3:2])([CH3:3])[n:4]1[n:5][cH:6][n:7][c:8]1-[c:9]1[cH:10][n:11]2[c:17]([n:18]1)-[c:16]1[c:15]([cH:22][c:21]([O:23][CH:27]([C:24]([NH2:25])=[O:26])[CH3:28])[cH:20][cH:19]1)[O:14][CH2:13][CH2:12]2. Starting materials: COC(=O)COC=1C=C(C=CC1)C1=CC=C(C=C1)CNC=1N([C@H]2[C@H](O)[C@H](O)[C@@H](CO)O2)C=2N=CN=C(C2N1)N (8-(3′-Methoxycarbonylmethoxybiphenyl-4-ylmethyl-amino)adenosine), CO.N (ammonia methanol). Run at time 18 hour. Product: C(N)(=O)COC=1C=C(C=CC1)C1=CC=C(C=C1)CNC=1N([C@H]2[C@H](O)[C@H](O)[C@@H](CO)O2)C=2N=CN=C(C2N1)N (8-(3′-Carbamoylmethoxybiphenyl-4-ylmethylamino)adenosine). As a reaction SMILES: C[O:2][C:3]([CH2:5][O:6][C:7]1[CH:8]=[C:9]([C:13]2[CH:18]=[CH:17][C:16]([CH2:19][NH:20][C:21]3[N:22]([C:32]4[N:33]=[CH:34][N:35]=[C:36]([NH2:39])[C:37]=4[N:38]=3)[C@@H:23]3[O:31][C@H:28]([CH2:29][OH:30])[C@@H:26]([OH:27])[C@H:24]3[OH:25])=[CH:15][CH:14]=2)[CH:10]=[CH:11][CH:12]=1)=O.CO.[NH3:42]>>[C:3]([CH2:5][O:6][C:7]1[CH:8]=[C:9]([C:13]2[CH:18]=[CH:17][C:16]([CH2:19][NH:20][C:21]3[N:22]([C:32]4[N:33]=[CH:34][N:35]=[C:36]([NH2:39])[C:37]=4[N:38]=3)[C@@H:23]3[O:31][C@H:28]([CH2:29][OH:30])[C@@H:26]([OH:27])[C@H:24]3[OH:25])=[CH:15][CH:14]=2)[CH:10]=[CH:11][CH:12]=1)(=[O:2])[NH2:42] |f:1.2|. Reported procedure: 8-(3′-Methoxycarbonylmethoxybiphenyl-4-ylmethyl-amino)adenosine (0.080 g) was dissolved in 2.0 M ammonia methanol solution (3.0 mL), and the resulting mixture was stirred at room temperature for 18 hours. The reaction mixture was concentrated under reduced pressure to give the title compound (0.080 g).